From a dataset of the Open Reaction Database (ORD), a public repository of structured organic reaction records. describe an organic reaction: reactants, conditions, products, and yield The reactants are S1C(=CC=C1)C1CC(CC(C1)=O)=O (5-thien-2-yl-cyclohexane-1,3-dione), COC(N(C)C)OC (N,N-dimethylformamide dimethylacetal), ClC1=CC=C(C=C1)C1CC(C(C(C1)=O)=CN(C)C)=O (5-(4-chloro-phenyl)-2-dimethylaminomethylene-cyclohexane-1,3-dione). Conditions: time 30 minute. Product: CN(C)C=C1C(CC(CC1=O)C=1SC=CC1)=O (2-Dimethylaminomethylene-5-thien-2-yl-cyclohexane-1,3-dione). RXN SMILES: [S:1]1[CH:5]=[CH:4][CH:3]=[C:2]1[CH:6]1[CH2:11][C:10](=[O:12])[CH2:9][C:8](=[O:13])[CH2:7]1.CO[CH:16](OC)[N:17]([CH3:19])[CH3:18].ClC1C=CC(C2CC(=O)C(=CN(C)C)C(=O)C2)=CC=1>>[CH3:16][N:17]([CH:19]=[C:9]1[C:10](=[O:12])[CH2:11][CH:6]([C:2]2[S:1][CH:5]=[CH:4][CH:3]=2)[CH2:7][C:8]1=[O:13])[CH3:18]. Procedure details: The title compound was prepared from 5-thien-2-yl-cyclohexane-1,3-dione (388 mg, 2.0 mmol) and N,N-dimethylformamide dimethylacetal (2 ml), following the procedure described for 5-(4-chloro-phenyl)-2-dimethylaminomethylene-cyclohexane-1,3-dione (example 2/a stage 1) except that the reaction mixture was stirred at ambient temperature for 30 min.